From a dataset of the Open Reaction Database (ORD), a public repository of structured organic reaction records. describe an organic reaction: reactants, conditions, products, and yield Reactants: [Ag]=O (Silver oxide), CC1=C2[C@H](C(=O)[C@@]3([C@H](C[C@@H]4[C@]([C@H]3[C@@H]([C@@](C2(C)C)(C[C@@H]1O)O)OC(=O)C=5C=CC=CC5)(CO4)OC(=O)C)O)C)O (10-deacetylbaccatin III), C1(=CC=CC=C1)C.CI (toluene methyl iodide), [Ag]=O (silver oxide), CI (methyl iodide). Run at temperature 60 celsius, time 24 hour. Product: [Ag]=O.CI.C1(=CC=CC=C1)C (Silver oxide methyl iodide toluene). RXN SMILES: [Ag:1]=[O:2].[CH3:3][C:4]1[C@@H:21](O)[CH2:20][C@:16]2(O)[C:17](C)(C)[C:5]=1[C@@H](O)C([C@@]1(C)[C@H]([C@@H]2OC(C2C=CC=CC=2)=O)[C@]2(OC(C)=O)CO[C@@H]2C[C@@H]1O)=O.C1(C)C=CC=CC=1.[CH3:49][I:50].CI>>[Ag:1]=[O:2].[CH3:49][I:50].[C:4]1([CH3:3])[CH:21]=[CH:20][CH:16]=[CH:17][CH:5]=1 |f:2.3,5.6.7|. Reported procedure: Silver oxide (255 mg, 1.1 mmol, 2.2 equiv.) is added to a suspension of 10-deacetylbaccatin III (272 mg, 0.5 mmol) in a toluene/methyl iodide mixture (3/2; 2.5 ml) at 0° C. The mixture is allowed to return gradually to room temperature. After reaction for 5 h, the reaction mixture is heated to 60° C. After stirring for 24 h at 60° C, an excess of reagents is added: silver oxide (2×255 mg) and methyl iodide (2×1 ml). After heating for a further 36 hours, the reaction mixture is filtered through a... The reactants are COC(=O)c1cc(Br)c(I)s1, CN(C)P(=O)(N(C)C)N(C)C, [Cu]I, [F-], COC(=O)C(F)(F)S(=O)(=O)F, [K+], CN(C)C=O. The product is COC(=O)c1cc(Br)c(C(F)(F)F)s1. Reaction SMILES: [Br:1][c:2]1[cH:3][c:4]([C:8](=[O:9])[O:10][CH3:11])[s:5][c:6]1[I:7].[CH3:30][N:31]([CH3:32])[P:33]([N:34]([CH3:35])[CH3:36])([N:37]([CH3:38])[CH3:39])=[O:40].[Cu:41][I:42].[F-:12].[F:14][C:15]([S:16]([F:17])(=[O:18])=[O:19])([C:20]([O:21][CH3:22])=[O:23])[F:24].[K+:13].[O:25]=[CH:26][N:27]([CH3:28])[CH3:29]>>[Br:1][c:2]1[cH:3][c:4]([C:8](=[O:9])[O:10][CH3:11])[s:5][c:6]1[C:15]([F:12])([F:14])[F:24]. Starting materials: O=C([O-])O, [K+], Cc1nc(N)nc(N)c1-c1ccc(Cl)cc1Cl, [Na+], O=[N+]([O-])[O-], O=S(=O)(O)O. Product: Cc1nc(N)nc(N)c1-c1cc([N+](=O)[O-])c(Cl)cc1Cl. RXN SMILES: [C:23](=[O:24])([OH:25])[O-:26].[K+:1].[NH2:6][c:7]1[n:8][c:9]([CH3:22])[c:10](-[c:14]2[c:15]([Cl:21])[cH:16][c:17]([Cl:20])[cH:18][cH:19]2)[c:11]([NH2:13])[n:12]1.[Na+:27].[O-:2][N+:3]([O-:4])=[O:5].[S:28](=[O:29])(=[O:30])([OH:31])[OH:32]>>[O-:2][N+:3](=[O:5])[c:18]1[c:17]([Cl:20])[cH:16][c:15]([Cl:21])[c:14](-[c:10]2[c:9]([CH3:22])[n:8][c:7]([NH2:6])[n:12][c:11]2[NH2:13])[cH:19]1. The reactants are CCOC(=O)C(=O)OCC, C1CCOC1, C[Si](C)(C)[N-][Si](C)(C)C, CCC(=O)C(C)=Cc1ccc(Cl)cc1, [Li+]. The product is CCOC(=O)C(=O)C(C)C(=O)C(C)=Cc1ccc(Cl)cc1. RXN SMILES: [C:25]([C:26]([O:28][CH2:27][CH3:29])=[O:30])(=[O:31])[O:32][CH2:33][CH3:34].[CH2:35]1[O:36][CH2:37][CH2:38][CH2:39]1.[CH3:2][Si:3]([N-:4][Si:5]([CH3:6])([CH3:7])[CH3:8])([CH3:9])[CH3:10].[Cl:11][c:12]1[cH:13][cH:14][c:15]([CH:18]=[C:19]([C:20]([CH2:21][CH3:22])=[O:23])[CH3:24])[cH:16][cH:17]1.[Li+:1]>>[Cl:11][c:12]1[cH:13][cH:14][c:15]([CH:18]=[C:19]([C:20]([CH:21]([CH3:22])[C:26]([C:25](=[O:31])[O:32][CH2:33][CH3:34])=[O:28])=[O:23])[CH3:24])[cH:16][cH:17]1. Reactants: CC(C)(C)OC(=O)NC(Cc1ccccc1)C(=O)O, C1CSCN1. Yields the product CC(C)(C)OC(=O)NC(Cc1ccccc1)C(=O)N1CCSC1. RXN SMILES: [C:6](=[O:7])([O:8][C:9]([CH3:10])([CH3:11])[CH3:12])[NH:13][CH:14]([CH2:15][c:16]1[cH:17][cH:18][cH:19][cH:20][cH:21]1)[C:22](=[O:23])[OH:24].[S:1]1[CH2:2][NH:3][CH2:4][CH2:5]1>>[S:1]1[CH2:2][N:3]([C:22]([CH:14]([NH:13][C:6](=[O:7])[O:8][C:9]([CH3:10])([CH3:11])[CH3:12])[CH2:15][c:16]2[cH:17][cH:18][cH:19][cH:20][cH:21]2)=[O:23])[CH2:4][CH2:5]1. Reactants: C/C(=N\[Si](C)(C)C)/O[Si](C)(C)C (N,O-bis(trimethylsilyl)acetamide), ClC(=O)OCC (ethyl chloroformate), NC(CC1=CC=CC=C1)(C(=O)O)C (D,L-Phe(αMe)-OH), C(C)(C)N(C(C)C)CC (N,N-diisopropylethylamine). Solvent: O1CCCC1 (tetrahydrofuran), O (water). Conditions: temperature 0 celsius, time 2 hour. Yields the product C(C)OC(=O)NC(CC1=CC=CC=C1)(C(=O)O)C (EtOCO-D,L-Phe(αMe)-OH). Yield: 97.6%. Reaction SMILES: [NH2:1][C:2]([CH3:13])([C:10]([OH:12])=[O:11])[CH2:3][C:4]1[CH:9]=[CH:8][CH:7]=[CH:6][CH:5]=1.C/C(/O[Si](C)(C)C)=N\[Si](C)(C)C.C(N(CC)C(C)C)(C)C.Cl[C:36]([O:38][CH2:39][CH3:40])=[O:37]>O1CCCC1.O>[CH2:39]([O:38][C:36]([NH:1][C:2]([CH3:13])([C:10]([OH:12])=[O:11])[CH2:3][C:4]1[CH:9]=[CH:8][CH:7]=[CH:6][CH:5]=1)=[O:37])[CH3:40]. Reported procedure: To a stirring suspension of D,L-Phe(αMe)-OH (7.5 g, 42 mmol) in tetrahydrofuran (250 mL) was added N,O-bis(trimethylsilyl)acetamide (12.8 g, 62.8 mmol). Upon clarification the solution was cooled to 0° C. and N,N-diisopropylethylamine (5.4 g, 42 mmol) was added, followed by ethyl chloroformate (4.5 g, 42 mmol). After 2 h, water (100 mL) was added and then the organic solvent was removed in vacuo. The aqueous phase was diluted with 1N NaOH and washed twice with diethyl ether. The aqueous phase wa... Starting materials: C1(CCC1)OC1=NC=CC=C1B(O)O ((2-(cyclobutoxy)pyridin-3-yl)boronic acid), BrC1=CC(=C(C=C1)C=1N=CC(=NC1)N)F (5-(4-bromo-2-fluorophenyl)pyrazin-2-amine). Product: C1(CCC1)OC1=NC=CC=C1C1=CC(=C(C=C1)C=1N=CC(=NC1)N)F (5-{4-[2-(Cyclobutyloxy)pyridin-3-yl]-2-fluorophenyl}pyrazin-2-amine). RXN SMILES: [CH:1]1([O:5][C:6]2[C:11](B(O)O)=[CH:10][CH:9]=[CH:8][N:7]=2)[CH2:4][CH2:3][CH2:2]1.Br[C:16]1[CH:21]=[CH:20][C:19]([C:22]2[N:23]=[CH:24][C:25]([NH2:28])=[N:26][CH:27]=2)=[C:18]([F:29])[CH:17]=1>>[CH:1]1([O:5][C:6]2[C:11]([C:16]3[CH:21]=[CH:20][C:19]([C:22]4[N:23]=[CH:24][C:25]([NH2:28])=[N:26][CH:27]=4)=[C:18]([F:29])[CH:17]=3)=[CH:10][CH:9]=[CH:8][N:7]=2)[CH2:4][CH2:3][CH2:2]1. Procedure: The title compound was prepared using methods analogous to those described in Example 369 using (2-(cyclobutoxy)pyridin-3-yl)boronic acid and 5-(4-bromo-2-fluorophenyl)pyrazin-2-amine in Step B. MS (ESI): mass calcd. for C19H17FN4O, 336.14; m/z found, 337.1 [M+H]+. 1H NMR (400 MHz, CDCl3) δ 8.63-8.57 (m, 1H), 8.17-8.10 (m, 2H), 8.01-7.92 (m, 1H), 7.66 (dd, J=1.9, 7.4, 1H), 7.52-7.43 (m, 2H), 7.00-6.93 (m, 1H), 5.38-5.22 (m, 1H), 4.67 (s, 2H), 2.57-2.37 (m, 2H), 2.26-2.05 (m, 2H), 1.90-1.61 (m, 2... Starting materials: ClC1=NC=NC(=C1)OCC#C (4-chloro-6-(2-propynyloxy)pyrimidine), C([O-])([O-])=O.[K+].[K+] (potassium carbonate), ClC1=C(C=CC(=C1)Cl)O (2,4-dichlorophenol), [Cl-].[NH4+] (ammonium chloride). The solvent is CN(C=O)C (N,N-dimethylformamide). Reaction conditions: temperature 60 celsius, time 7 hour. Yields the product ClC1=C(OC2=NC=NC(=C2)OCC#C)C=CC(=C1)Cl (4-(2,4-dichlorophenoxy)-6-(2-propynyloxy)pyrimidine). Isolated yield 68.5%. Reaction SMILES: Cl[C:2]1[CH:7]=[C:6]([O:8][CH2:9][C:10]#[CH:11])[N:5]=[CH:4][N:3]=1.C(=O)([O-])[O-].[K+].[K+].[Cl:18][C:19]1[CH:24]=[C:23]([Cl:25])[CH:22]=[CH:21][C:20]=1[OH:26].[Cl-].[NH4+]>CN(C)C=O>[Cl:18][C:19]1[CH:24]=[C:23]([Cl:25])[CH:22]=[CH:21][C:20]=1[O:26][C:2]1[CH:7]=[C:6]([O:8][CH2:9][C:10]#[CH:11])[N:5]=[CH:4][N:3]=1 |f:1.2.3,5.6|. Reported procedure: To 5 ml of N,N-dimethylformamide were added 0.2 g of 4-chloro-6-(2-propynyloxy)pyrimidine, 0.25 g of potassium carbonate, and 0.21 g of 2,4-dichlorophenol, followed by stirring at 60° C. for 7 hours. The reaction mixture was then left for cooling to room temperature and poured into a saturated aqueous ammonium chloride solution, which was extracted three times with chloroform. The chloroform layers were combined, washed with diluted hydrochloric acid and then with water, and dried over anhydrous... Reactants: C, COc1cc(C=CC(=O)NC2CCC(C)CC2)ccc1OCCN(C)C, CO, [H][H], [Pd]. The product is COc1cc(CCC(=O)NC2CCC(C)CC2)ccc1OCCN(C)C. As a reaction SMILES: [C:31].[CH3:1][CH:2]1[CH2:3][CH2:4][CH:5]([NH:8][C:9]([CH:10]=[CH:11][c:12]2[cH:13][c:14]([O:24][CH3:25])[c:15]([O:18][CH2:19][CH2:20][N:21]([CH3:22])[CH3:23])[cH:16][cH:17]2)=[O:26])[CH2:6][CH2:7]1.[CH3:29][OH:30].[H:27][H:28].[Pd:32]>>[CH3:1][CH:2]1[CH2:3][CH2:4][CH:5]([NH:8][C:9]([CH2:10][CH2:11][c:12]2[cH:13][c:14]([O:24][CH3:25])[c:15]([O:18][CH2:19][CH2:20][N:21]([CH3:22])[CH3:23])[cH:16][cH:17]2)=[O:26])[CH2:6][CH2:7]1.